From a dataset of the Open Reaction Database (ORD), a public repository of structured organic reaction records. describe an organic reaction: reactants, conditions, products, and yield The product is COc1ccc(N2CC3CC2CO3)cc1NC(N)=S. RXN SMILES: [C:1](=[O:2])([c:3]1[cH:4][cH:5][cH:6][cH:7][cH:8]1)[NH:9][C:10](=[S:11])[NH:12][c:13]1[c:14]([O:26][CH3:27])[cH:15][cH:16][c:17]([N:19]2[CH:20]3[CH2:21][O:22][CH:23]([CH2:24]2)[CH2:25]3)[cH:18]1.[CH3:28][OH:29]>>[NH2:9][C:10](=[S:11])[NH:12][c:13]1[c:14]([O:26][CH3:27])[cH:15][cH:16][c:17]([N:19]2[CH:20]3[CH2:21][O:22][CH:23]([CH2:24]2)[CH2:25]3)[cH:18]1. Starting materials: COc1ccc(N2CC3CC2CO3)cc1NC(=S)NC(=O)c1ccccc1, CO. Starting materials: FC1=C(C=CC(=C1)B1OC(C(O1)(C)C)(C)C)C=1N=CC(=NC1)N (5-(2-fluoro-4-(4,4,5,5-tetramethyl-1,3,2-dioxaborolan-2-yl)phenyl)-pyrazin-2-amine), BrC1=C(C=CC=C1)S(=O)(=O)N1CCN(CC1)CCO (2-(4-((2-bromophenyl)sulfonyl)piperazin-1-yl)ethanol). The product is NC=1N=CC(=NC1)C1=C(C=C(C=C1)C1=C(C=CC=C1)S(=O)(=O)N1CCN(CC1)CCO)F (2-(4-{[4′-(5-Aminopyrazin-2-yl)-3′-fluorobiphenyl-2-yl]sulfonyl}piperazin-1-yl)ethanol). Reaction SMILES: [F:1][C:2]1[CH:7]=[C:6](B2OC(C)(C)C(C)(C)O2)[CH:5]=[CH:4][C:3]=1[C:17]1[N:18]=[CH:19][C:20]([NH2:23])=[N:21][CH:22]=1.Br[C:25]1[CH:30]=[CH:29][CH:28]=[CH:27][C:26]=1[S:31]([N:34]1[CH2:39][CH2:38][N:37]([CH2:40][CH2:41][OH:42])[CH2:36][CH2:35]1)(=[O:33])=[O:32]>>[NH2:23][C:20]1[N:21]=[CH:22][C:17]([C:3]2[CH:4]=[CH:5][C:6]([C:25]3[CH:30]=[CH:29][CH:28]=[CH:27][C:26]=3[S:31]([N:34]3[CH2:35][CH2:36][N:37]([CH2:40][CH2:41][OH:42])[CH2:38][CH2:39]3)(=[O:33])=[O:32])=[CH:7][C:2]=2[F:1])=[N:18][CH:19]=1. Procedure: The title compound was prepared in a manner similar to that described in Example 448 using 5-(2-fluoro-4-(4,4,5,5-tetramethyl-1,3,2-dioxaborolan-2-yl)phenyl)-pyrazin-2-amine and 2-(4-((2-bromophenyl)sulfonyl)piperazin-1-yl)ethanol. MS (ESI): mass calcd. for C22H24FN5O3S, 457.16; m/z found, 458.1 [M+H]+. 1H NMR (400 MHz, CD3OD) δ 8.38 (m, 1H), 8.21 (d, J=1.5, 1H), 8.16-8.13 (m, 1H), 7.98 (m, 1H), 7.79-7.73 (m, 1H), 7.68-7.63 (m, 1H), 7.49-7.45 (m, 1H), 7.36-7.30 (m, 2H), 3.86-3.78 (m, 2H), 3.66-3...